Dataset: the Open Reaction Database (ORD), a public repository of structured organic reaction records. Task: describe an organic reaction: reactants, conditions, products, and yield Reactants: COC(CCC1=CC(=CC=C1)CNCC1=CC=C(C=C1)C=1SC=CN1)=O (3-{3-[(4-thiazol-2-yl-benzylamino)-methyl]-phenyl}-propionic acid methyl ester), 11e, Cl.N1=CC(=CC=C1)S(=O)(=O)Cl (pyridine-3-sulfonyl chloride hydrochloride). Solvent: C(C)N(CC)CC (triethylamine). Product: COC(CCC1=CC(=CC=C1)CN(CC1=CC=C(C=C1)C=1SC=CN1)S(=O)(=O)C=1C=NC=CC1)=O (3-(3-{[(Pyridine-3-sulfonyl)-(4-thiazol-2-yl-benzyl)-amino]-methyl}-phenyl)-propionic acid methyl ester). As a reaction SMILES: [CH3:1][O:2][C:3](=[O:26])[CH2:4][CH2:5][C:6]1[CH:11]=[CH:10][CH:9]=[C:8]([CH2:12][NH:13][CH2:14][C:15]2[CH:20]=[CH:19][C:18]([C:21]3[S:22][CH:23]=[CH:24][N:25]=3)=[CH:17][CH:16]=2)[CH:7]=1.Cl.[N:28]1[CH:33]=[CH:32][CH:31]=[C:30]([S:34](Cl)(=[O:36])=[O:35])[CH:29]=1>C(N(CC)CC)C>[CH3:1][O:2][C:3](=[O:26])[CH2:4][CH2:5][C:6]1[CH:11]=[CH:10][CH:9]=[C:8]([CH2:12][N:13]([S:34]([C:30]2[CH:29]=[N:28][CH:33]=[CH:32][CH:31]=2)(=[O:36])=[O:35])[CH2:14][C:15]2[CH:20]=[CH:19][C:18]([C:21]3[S:22][CH:23]=[CH:24][N:25]=3)=[CH:17][CH:16]=2)[CH:7]=1 |f:1.2|. Procedure: The title compound of Step A was prepared from 3-{3-[(4-thiazol-2-yl-benzylamino)-methyl]-phenyl}-propionic acid methyl ester, of 11e, and pyridine-3-sulfonyl chloride hydrochloride, of Preparation 2, following the method described in Example 1, Step B using triethylamine in place of N,N-diisopropylethylamine. 1H NMR (400 MHz, CDCl3) δ 8.68 (d, 1H), 7.97 (d, 1H), 7.87 (m, 2H), 7.79 (d, 2H), 7.47 (m, 1H), 7.33 (d, 1H), 7.18 (d, 2H), 7.12 (m, 1H), 7.02 (d, 1H), 6.94 (d, 1H), 6.90 (s, 1H), 4.52 (s,... Reactants: C(C1=CC=CC=C1)OC=1C=C(C2=C(N=C(S2)NC(=O)NCC)C1)C1=NC=CC=C1 (1-[5-benzyloxy-7-(2-pyridyl)-1,3-benzothiazol-2-yl]-3-ethyl-urea), CS(=O)(=O)O (methane sulfonic acid). Solvent: CCOCC (Et2O), C(Cl)Cl (DCM). Run at time 3 hour. The product is C(C)NC(=O)NC=1SC2=C(N1)C=C(C=C2C2=NC=CC=C2)O (1-ethyl-3-[5-hydroxy-7-(2-pyridyl)-1,3-benzothiazol-2-yl]urea). Yield: 97.0%. Reaction SMILES: C([O:8][C:9]1[CH:10]=[C:11]([C:24]2[CH:29]=[CH:28][CH:27]=[CH:26][N:25]=2)[C:12]2[S:16][C:15]([NH:17][C:18]([NH:20][CH2:21][CH3:22])=[O:19])=[N:14][C:13]=2[CH:23]=1)C1C=CC=CC=1.CS(O)(=O)=O>C(Cl)Cl.CCOCC>[CH2:21]([NH:20][C:18]([NH:17][C:15]1[S:16][C:12]2[C:11]([C:24]3[CH:29]=[CH:28][CH:27]=[CH:26][N:25]=3)=[CH:10][C:9]([OH:8])=[CH:23][C:13]=2[N:14]=1)=[O:19])[CH3:22]. Procedure details: To a stirred solution of 1-[5-benzyloxy-7-(2-pyridyl)-1,3-benzothiazol-2-yl]-3-ethyl-urea (76 g, 0.187 mol) in DCM (1.7 L) was added methane sulfonic acid (270 mL, 4.17 mol) dropwise over 30 min. The reaction mixture was then stirred at rt for 3 h. After the completion of reaction (by TLC), the reaction mass was concentrated under reduced pressure. EtOAc (1 L) was added to the residue and the solution poured carefully onto crushed ice. The pH of the solution was maintained to 8-9 by addition of ...